Dataset: the Open Reaction Database (ORD), a public repository of structured organic reaction records. Task: describe an organic reaction: reactants, conditions, products, and yield The reactants are ClCCNC(=O)N(C1[C@H](O)[C@@H](O)[C@@H](O)[C@H](O1)CO)CC(C)(C)C (1-(2-chloroethyl)-3-neopentyl-3-D-galactopyranosylurea), C([O-])([O-])=O.[Na+].[Na+] (sodium carbonate), [N+](=O)([N+](=O)[O-])[O-] (nitrogen tetroxide). Solvent: O1CCCC1 (tetrahydrofuran), C(Cl)Cl (methylene chloride). The product is ClCCN(C(=O)N(C1[C@H](O)[C@@H](O)[C@@H](O)[C@H](O1)CO)CC(C)(C)C)N=O (1-(2-chloroethyl)-1-nitroso-3-neopentyl-3-D-galactopyranosylurea). The yield is 74.5%. As a reaction SMILES: [Cl:1][CH2:2][CH2:3][NH:4][C:5]([N:7]([CH2:19][C:20]([CH3:23])([CH3:22])[CH3:21])[CH:8]1[O:16][C@H:15]([CH2:17][OH:18])[C@H:13]([OH:14])[C@H:11]([OH:12])[C@H:9]1[OH:10])=[O:6].C(=O)([O-])[O-].[Na+].[Na+].[N+:30]([O-])([N+]([O-])=O)=[O:31]>O1CCCC1.C(Cl)Cl>[Cl:1][CH2:2][CH2:3][N:4]([N:30]=[O:31])[C:5]([N:7]([CH2:19][C:20]([CH3:23])([CH3:22])[CH3:21])[CH:8]1[O:16][C@H:15]([CH2:17][OH:18])[C@H:13]([OH:14])[C@H:11]([OH:12])[C@H:9]1[OH:10])=[O:6] |f:1.2.3|. Reported procedure: 3.6 g of 1-(2-chloroethyl)-3-neopentyl-3-D-galactopyranosylurea are dissolved in a mixture of 60 ml of tetrahydrofuran and 60 ml of methylene chloride, and 15 g of sodium carbonate anhydrate are added thereto. 5 g of nitrogen tetroxide gas are introduced into the mixture for 10 minutes under ice-cooling. The mixture is treated in the same manner as described in Example 2. 2.9 g of 1-(2-chloroethyl)-1-nitroso-3-neopentyl-3-D-galactopyranosylurea are thereby obtained as yellow caramel. Reactants: [Li]CCCC, O=C1NC(Cc2ccccc2)CO1, C1CCOC1, O=C(Cl)Cc1cccs1. The product is O=C(Cc1cccs1)N1C(=O)OCC1Cc1ccccc1. RXN SMILES: [CH2:14]([Li:15])[CH2:16][CH2:17][CH3:18].[CH2:1]([c:2]1[cH:3][cH:4][cH:5][cH:6][cH:7]1)[CH:8]1[NH:9][C:10](=[O:13])[O:11][CH2:12]1.[CH2:28]1[O:29][CH2:30][CH2:31][CH2:32]1.[s:19]1[c:20]([CH2:24][C:25](=[O:26])[Cl:27])[cH:21][cH:22][cH:23]1>>[CH2:1]([c:2]1[cH:3][cH:4][cH:5][cH:6][cH:7]1)[CH:8]1[N:9]([C:25]([CH2:24][c:20]2[s:19][cH:23][cH:22][cH:21]2)=[O:26])[C:10](=[O:13])[O:11][CH2:12]1. Reactants: NC1CCN(CC1)CC1=CC=CC=C1 (4-amino-1-benzylpiperidine), COC(N(C)C)OC (dimethylformamide dimethylacetal). The product is CN(C=NC1CCN(CC1)CC1=CC=CC=C1)C (N,N-Dimethyl-N'-(1-benzyl-piperidin-4-yl)-formamidine). Yield: 83.2%. As a reaction SMILES: [NH2:1][CH:2]1[CH2:7][CH2:6][N:5]([CH2:8][C:9]2[CH:14]=[CH:13][CH:12]=[CH:11][CH:10]=2)[CH2:4][CH2:3]1.CO[CH:17](OC)[N:18]([CH3:20])[CH3:19]>>[CH3:17][N:18]([CH3:20])[CH:19]=[N:1][CH:2]1[CH2:7][CH2:6][N:5]([CH2:8][C:9]2[CH:14]=[CH:13][CH:12]=[CH:11][CH:10]=2)[CH2:4][CH2:3]1. Reported procedure: The starting 4-amino-1-benzylpiperidine from Part B above (15.0 g, 78.8 mmol) is treated with dimethylformamide dimethylacetal (18.78 g, 157.6 mmol) and refluxed for 2 hours. The solution is permitted to cool overnight, then concentrated in vacuo to the product (15.5 g of oil, 83.2% yield), which solidifies on standing. A small portion crystallizes from hexane to afford colorless needles with a melting point of 61°-65° C.: NMR (CDCl3 δ) 7.28, 3.49, 2.80, and 1.75-3.0; mass spectral molecular ion... Starting materials: C(C)OC(CC1=C(C(=NC=C1Cl)NCC(C1=NC=CC=C1)(F)F)F)=O (Ethyl(5-chloro-2-{[2,2-difluoro-2-(2-pyridinyl)ethyl]amino}-3-fluoro-4-pyridinyl)acetate), [Li+].[OH-] (LiOH), Cl (HCl), [Li+].[OH-] (LiOH). The solvent is CO (MeOH). Run at time 16 hour. The product is ClC=1C(=C(C(=NC1)NCC(C1=NC=CC=C1)(F)F)F)CC(=O)O ((5-chloro-2-{[2,2-difluoro-2-(2-pyridinyl)ethyl]amino}-3-fluoro-4-pyridinyl)acetic acid). As a reaction SMILES: C([O:3][C:4](=[O:25])[CH2:5][C:6]1[C:11]([Cl:12])=[CH:10][N:9]=[C:8]([NH:13][CH2:14][C:15]([F:23])([F:22])[C:16]2[CH:21]=[CH:20][CH:19]=[CH:18][N:17]=2)[C:7]=1[F:24])C.[Li+].[OH-].Cl>CO>[Cl:12][C:11]1[C:6]([CH2:5][C:4]([OH:25])=[O:3])=[C:7]([F:24])[C:8]([NH:13][CH2:14][C:15]([F:22])([F:23])[C:16]2[CH:21]=[CH:20][CH:19]=[CH:18][N:17]=2)=[N:9][CH:10]=1 |f:1.2|. Procedure details: To a solution of 0.5 g (1.26 mmol) ethyl(5-chloro-2-{[2,2-difluoro-2-(2-pyridinyl)ethyl]amino}-3-fluoro-4-pyridinyl)acetate 1-5 in 5 mL MeOH was added 1.4 mL (1.4 mmol, 1M aqueous solution) LiOH and the reaction mixture allowed to stir 16 hours at room temperature, then 0.1 mL (0.1 mmol) more LiOH was added and the mixture heated to 45° C. for 1 hour, then cooled. To this was added 0.12 mL (1.45 mmol, 12M solution) HCl and the mixture concentrated to give (5-chloro-2-{[2,2-difluoro-2-(2-pyridiny... Reactants: [OH-].[Na+] (sodium hydroxide), C(#N)[BH3-].[Na+] (sodium cyanoborohydride), C(C1=CC=CC=C1)OC1=C(C=C2CCNC(C2=C1)C1(CCC1)C1=CC=C(C=C1)OC(F)(F)F)OC (7-benzyloxy-6-methoxy-1-[1-(4-trifluoromethoxyphenyl)cyclobutyl]-1,2,3,4-tetrahydroisoquinoline), C=O (formaldehyde), Cl (hydrogen chloride). Solvent: C(C)(=O)O (acetic acid), C(C)#N (acetonitrile), CCOCC (ether). Run at temperature 5 celsius, time 15 minute. Product: C(C1=CC=CC=C1)OC1=C(C=C2CCN(C(C2=C1)C1(CCC1)C1=CC=C(C=C1)OC(F)(F)F)C)OC (7-benzyloxy-6-methoxy-2-methyl-1-[1-(4-trifluoromethoxyphenyl)cyclobutyl]-1,2,3,4-tetrahydroisoquinoline), hydrochloride salt. Reaction SMILES: [CH2:1]([O:8][C:9]1[CH:18]=[C:17]2[C:12]([CH2:13][CH2:14][NH:15][CH:16]2[C:19]2([C:23]3[CH:28]=[CH:27][C:26]([O:29][C:30]([F:33])([F:32])[F:31])=[CH:25][CH:24]=3)[CH2:22][CH2:21][CH2:20]2)=[CH:11][C:10]=1[O:34][CH3:35])[C:2]1[CH:7]=[CH:6][CH:5]=[CH:4][CH:3]=1.C=O.[C:38]([BH3-])#N.[Na+].[OH-].[Na+].Cl>CCOCC.C(O)(=O)C.C(#N)C>[CH2:1]([O:8][C:9]1[CH:18]=[C:17]2[C:12]([CH2:13][CH2:14][N:15]([CH3:38])[CH:16]2[C:19]2([C:23]3[CH:24]=[CH:25][C:26]([O:29][C:30]([F:33])([F:31])[F:32])=[CH:27][CH:28]=3)[CH2:20][CH2:21][CH2:22]2)=[CH:11][C:10]=1[O:34][CH3:35])[C:2]1[CH:3]=[CH:4][CH:5]=[CH:6][CH:7]=1 |f:2.3,4.5|. Reported procedure: A mixture of 7-benzyloxy-6-methoxy-1-[1-(4-trifluoromethoxyphenyl)cyclobutyl]-1,2,3,4-tetrahydroisoquinoline (4.1 g, prepared in a similar manner to that described in Example RC18), 37-40% aqueous formaldehyde solution (4.4 ml), acetonitrile (90 ml) and sodium cyanoborohydride (2.32 g) was stirred at 5° C. for 15 minutes, then neutralised with glacial acetic acid and stirred for a further 16 hours. The mixture was poured into dilute aqueous sodium hydroxide solution and extracted with ethyl acet...